From a dataset of the Open Reaction Database (ORD), a public repository of structured organic reaction records. describe an organic reaction: reactants, conditions, products, and yield Starting materials: BrC1=CC=CC(=N1)C(=O)O (6-bromopicolinic acid), Cl.C(C)N (ethylamine hydrochloride), Cl.CN(CCCN=C=NCC)C (1-[3-(dimethylamino)propyl]-3-ethylcarbodiimide hydrochloride), ON1N=NC2=C1C=CC=C2 (1-hydroxybenzotriazole). The solvent is C(C)N(CC)CC (triethylamine). Product: BrC1=CC=CC(=N1)C(=O)NCC (6-bromo-N-ethyl-2-pyridinecarboxamide). Yield: 92.2%. Reaction SMILES: [Br:1][C:2]1[N:7]=[C:6]([C:8]([OH:10])=O)[CH:5]=[CH:4][CH:3]=1.Cl.[CH2:12]([NH2:14])[CH3:13].Cl.CN(C)CCCN=C=NCC.ON1C2C=CC=CC=2N=N1>C(N(CC)CC)C>[Br:1][C:2]1[N:7]=[C:6]([C:8]([NH:14][CH2:12][CH3:13])=[O:10])[CH:5]=[CH:4][CH:3]=1 |f:1.2,3.4|. Procedure details: By the reaction in the same manner as in Example 55-(i) using 6-bromopicolinic acid (3.06 g), ethylamine hydrochloride (2.49 g), triethylamine (6 ml), 1-[3-(dimethylamino)propyl]-3-ethylcarbodiimide hydrochloride (3.61 g) and 1-hydroxybenzotriazole (2.66 g), the title compound (3.20 g) was obtained as a colorless oil. RXN SMILES: [Si]([O:8][CH2:9][C:10]1([CH3:30])[S:16][CH2:15][CH2:14][N:13]2[C:17]([C:20]3([C:23]4[CH:28]=[CH:27][C:26](Cl)=[CH:25][CH:24]=4)[CH2:22][CH2:21]3)=[N:18][N:19]=[C:12]2[CH2:11]1)(C(C)(C)C)(C)C.[CH3:31][N:32]([CH3:44])[C:33]([C:35]1[CH:36]=[C:37](B(O)O)[CH:38]=[CH:39][CH:40]=1)=[O:34].C1(P(C2CCCCC2)C2CCCCC2)CCCCC1.P([O-])([O-])([O-])=O.[K+].[K+].[K+].Cl>O1CCOCC1.O.CO.C1C=CC(/C=C/C(/C=C/C2C=CC=CC=2)=O)=CC=1.C1C=CC(/C=C/C(/C=C/C2C=CC=CC=2)=O)=CC=1.C1C=CC(/C=C/C(/C=C/C2C=CC=CC=2)=O)=CC=1.[Pd].[Pd]>[OH:8][CH2:9][C:10]1([CH3:30])[S:16][CH2:15][CH2:14][N:13]2[C:17]([C:20]3([C:23]4[CH:28]=[CH:27][C:26]([C:37]5[CH:38]=[CH:39][CH:40]=[C:35]([C:33]([N:32]([CH3:44])[CH3:31])=[O:34])[CH:36]=5)=[CH:25][CH:24]=4)[CH2:21][CH2:22]3)=[N:18][N:19]=[C:12]2[CH2:11]1 |f:3.4.5.6,11.12.13.14.15|. The reagents and catalysts are C=1C=CC(=CC1)/C=C/C(=O)/C=C/C2=CC=CC=C2.C=1C=CC(=CC1)/C=C/C(=O)/C=C/C2=CC=CC=C2.C=1C=CC(=CC1)/C=C/C(=O)/C=C/C2=CC=CC=C2.[Pd].[Pd] (tris(dibenzylideneacetone)dipalladium(0)). Starting materials: [Si](C)(C)(C(C)(C)C)OCC1(CC=2N(CCS1)C(=NN2)C2(CC2)C2=CC=C(C=C2)Cl)C (8-({[Tert-butyl(dimethyl)silyl]oxy}methyl)-3-[1-(4-chlorophenyl)cyclopropyl]-8-methyl-5,6,8,9-tetrahydro[1,2,4]triazolo[4,3-d][1,4]thiazepine), CN(C(=O)C=1C=C(C=CC1)B(O)O)C (3-(N,N-dimethylaminocarbonyl)phenylboronic acid), C1(CCCCC1)P(C1CCCCC1)C1CCCCC1 (tricyclohexylphosphine), P(=O)([O-])([O-])[O-].[K+].[K+].[K+] (tripotassium phosphate), Cl (hydrochloric acid). Yield: 140.0%. Procedure: A solution of the compound (232 mg, 0.5 mmol) obtained in Example 1-2), 3-(N,N-dimethylaminocarbonyl)phenylboronic acid (97 mg, 0.5 mmol), tris(dibenzylideneacetone)dipalladium(0) (23 mg, 0.05 mmol), tricyclohexylphosphine (17 mg, 0.12 mmol), and tripotassium phosphate (186 mg, 0.85 mmol) in dioxane (2 mL) and water (1 mL) was stirred at 140° C. for 2 h under microwave irradiation. The reaction mixture was partially purified by silica gel chromatography (Isco Combiflash, 12 g, methanol:ethyl ace... Solvent: O1CCOCC1 (dioxane), O (water), CO (methanol). The product is OCC1(CC=2N(CCS1)C(=NN2)C2(CC2)C2=CC=C(C=C2)C2=CC(=CC=C2)C(=O)N(C)C)C (4′-{1-[8-(Hydroxymethyl)-8-methyl-5,6,8,9-tetrahydro[1,2,4]triazolo[4,3-d][1,4]thiazepin-3-yl]cyclopropyl}-N,N-dimethylbiphenyl-3-carboxamide). Reported procedure: In one such sulfuric acid recovery facility, the contaminated sulfuric acid is introduced into a furnace along with fuel. The fuel/air mixture is combusted to generate the necessary heat to both vaporize the contaminated sulfuric acid and dissociate the acid and its associated contaminants to form water, carbon dioxide and sulfur dioxide. These gaseous combustion products, together with the nitrogen contained in the air, exit the furnace and are passed firstly through a waste heat boiler to reco... Starting materials: S(=O)(=O)=O (sulphur trioxide), O (water). Product: S(O)(O)(=O)=O (sulfuric acid), OS(=O)(=O)O.O=S(=O)=O (oleum). As a reaction SMILES: [S:1](=[O:4])(=[O:3])=[O:2].[OH2:5]>>[S:1](=[O:5])(=[O:4])([OH:3])[OH:2].[OH:2][S:1]([OH:5])(=[O:4])=[O:3].[O:2]=[S:1](=[O:4])=[O:3] |f:3.4|. The reactants are [C-]#N, CC1CN(C(=O)OC(C)(C)C)CC2Cc3ccc(Br)cc3N12, CC[N+](CC)(CC)CC, N#C[Cu], C1COCCO1. Yields the product CC1CN(C(=O)OC(C)(C)C)CC2Cc3ccc(C#N)cc3N12. RXN SMILES: [C-:32]#[N:33].[C:1]([CH3:2])([CH3:3])([CH3:4])[O:5][C:6](=[O:7])[N:8]1[CH2:9][CH:10]2[N:11]([c:12]3[cH:13][c:14]([Br:19])[cH:15][cH:16][c:17]3[CH2:18]2)[CH:20]([CH3:22])[CH2:21]1.[CH2:34]([N+:35]([CH2:36][CH3:37])([CH2:38][CH3:39])[CH2:40][CH3:41])[CH3:42].[Cu:23][C:24]#[N:25].[O:26]1[CH2:27][CH2:28][O:29][CH2:30][CH2:31]1>>[C:1]([CH3:2])([CH3:3])([CH3:4])[O:5][C:6](=[O:7])[N:8]1[CH2:9][CH:10]2[N:11]([c:12]3[cH:13][c:14]([C:24]#[N:25])[cH:15][cH:16][c:17]3[CH2:18]2)[CH:20]([CH3:22])[CH2:21]1. Reactants: CO, CC(=O)Nc1nc(-c2ccc(OC(F)(F)F)cc2)c[nH]1, O, O=S(=O)(O)O. Yields the product Nc1nc(-c2ccc(OC(F)(F)F)cc2)c[nH]1. RXN SMILES: [CH3:27][OH:28].[F:1][C:2]([O:3][c:4]1[cH:5][cH:6][c:7](-[c:10]2[n:11][c:12]([NH:15][C:16](=[O:17])[CH3:18])[nH:13][cH:14]2)[cH:8][cH:9]1)([F:19])[F:20].[OH2:26].[S:21](=[O:22])(=[O:23])([OH:24])[OH:25]>>[F:1][C:2]([O:3][c:4]1[cH:5][cH:6][c:7](-[c:10]2[n:11][c:12]([NH2:15])[nH:13][cH:14]2)[cH:8][cH:9]1)([F:19])[F:20]. Reactants: C(CCC)C1=NC2=C(N1CC1=CC=C(C=C1)C=1C(=CC=CC1)C(=O)OC(C)(C)C)C=C(C=C2)N(C(CCC)=O)CCCC (tert.butyl 4'-[(2-n-butyl-6-(N-(n-butanoyl)-n-butylamino)-benzimidazol-1-yl)methyl]biphenyl-2-carboxylate), FC(C(=O)O)(F)F (trifluoroacetic acid). Product: C(CCC)C1=NC2=C(N1CC1=CC=C(C=C1)C=1C(=CC=CC1)C(=O)O)C=C(C=C2)N(C(CCC)=O)CCCC (4'-[(2-n-Butyl-6-(N-(n-butanoyl)-n-butylamino)-benzimidazol-1-yl)-methyl]biphenyl-2-carboxylic acid). Reaction SMILES: [CH2:1]([C:5]1[N:9]([CH2:10][C:11]2[CH:16]=[CH:15][C:14]([C:17]3[C:18]([C:23]([O:25]C(C)(C)C)=[O:24])=[CH:19][CH:20]=[CH:21][CH:22]=3)=[CH:13][CH:12]=2)[C:8]2[CH:30]=[C:31]([N:34]([CH2:40][CH2:41][CH2:42][CH3:43])[C:35](=[O:39])[CH2:36][CH2:37][CH3:38])[CH:32]=[CH:33][C:7]=2[N:6]=1)[CH2:2][CH2:3][CH3:4].FC(F)(F)C(O)=O>>[CH2:1]([C:5]1[N:9]([CH2:10][C:11]2[CH:16]=[CH:15][C:14]([C:17]3[C:18]([C:23]([OH:25])=[O:24])=[CH:19][CH:20]=[CH:21][CH:22]=3)=[CH:13][CH:12]=2)[C:8]2[CH:30]=[C:31]([N:34]([CH2:40][CH2:41][CH2:42][CH3:43])[C:35](=[O:39])[CH2:36][CH2:37][CH3:38])[CH:32]=[CH:33][C:7]=2[N:6]=1)[CH2:2][CH2:3][CH3:4]. Reported procedure: Prepared in analogous manner to Example 9 from tert.butyl 4'-[(2-n-butyl-6-(N-(n-butanoyl)-n-butylamino)-benzimidazol-1-yl)methyl]biphenyl-2-carboxylate and trifluoroacetic acid. Procedure details: To a mixture of (S)-2-(benzylamino)-3-hydroxy-3-methylbutanoic acid (22.86 g, 102.4 mmol), tetrahydrofuran (110 mL), potassium carbonate (42.5 g, 307.2 mmol) and water (70 mL) was added chloroacetyl chloride slowly (17.8 g, 157.7 mmol) at 0° C. over a period of 1 hour, then the mixture was stirred at 0° C. for 3 hours. To the reaction mixture was added a solution of sodium hydroxide (16.4 g, 409.6 mmol) in water (40 mL) over a period of 1 hour. At the end of addition, the mixture was cooled to 3... As a reaction SMILES: [CH2:1]([NH:8][C@@H:9]([C:13]([OH:16])([CH3:15])[CH3:14])[C:10]([OH:12])=[O:11])[C:2]1[CH:7]=[CH:6][CH:5]=[CH:4][CH:3]=1.C(=O)([O-])[O-].[K+].[K+].Cl[CH2:24][C:25](Cl)=[O:26].[OH-].[Na+]>O.O1CCCC1>[CH2:1]([N:8]1[C:25](=[O:26])[CH2:24][O:16][C:13]([CH3:14])([CH3:15])[C@H:9]1[C:10]([OH:12])=[O:11])[C:2]1[CH:7]=[CH:6][CH:5]=[CH:4][CH:3]=1 |f:1.2.3,5.6|. Product: C(C1=CC=CC=C1)N1[C@@H](C(OCC1=O)(C)C)C(=O)O ((S)-4-benzyl-2,2-dimethyl-5-oxomorpholine-3-carboxylic acid). The yield is 69.0%. Run at temperature 0 celsius, time 3 hour. The reactants are C(C1=CC=CC=C1)N[C@H](C(=O)O)C(C)(C)O ((S)-2-(benzylamino)-3-hydroxy-3-methylbutanoic acid), C([O-])([O-])=O.[K+].[K+] (potassium carbonate), [OH-].[Na+] (sodium hydroxide), ClCC(=O)Cl (chloroacetyl chloride). The solvent is O (water), O1CCCC1 (tetrahydrofuran), O (water). The reactants are O=C1O[C@@]2([C@H](C1)C(C=CC2)(C)C)C ((3aR,7aS)-2-oxo-4,4,7a-trimethyl-2,3,3a,4,7,7a-hexahydrobenzofuran). Reagents/catalysts: [Pt]=O (platinum oxide). The solvent is C(C)(=O)O (acetic acid). Run at time 23 hour. Yields the product O=C1O[C@@]2([C@H](C1)C(CCC2)(C)C)C ((3aR,7aS)-2-oxo-4,4,7a-trimethyloctahydrobenzofuran). Yield: 90.0%. RXN SMILES: [O:1]=[C:2]1[CH2:6][C@@H:5]2[C:7]([CH3:12])([CH3:11])[CH:8]=[CH:9][CH2:10][C@:4]2([CH3:13])[O:3]1>C(O)(=O)C.[Pt]=O>[O:1]=[C:2]1[CH2:6][C@@H:5]2[C:7]([CH3:12])([CH3:11])[CH2:8][CH2:9][CH2:10][C@:4]2([CH3:13])[O:3]1. Procedure details: Compound (13) (1.00 g, 5.55 mmoles) was dissolved in dry acetic acid, and platinum oxide (0.10 g) was added to the solution. The mixture was shaken for 23 hours under hydrogen pressure (30 atms.). The catalyst was separated by filtration, and the filtrate was concentrated under vacuum. The residue was diluted with ethyl acetate, and the ethyl acetate solution was washed with an aqueous solution of sodium hydrogen-carbonate, water and an aqueous solution of sodium chloride in this order, dried ov... Reactants: [N+](=O)([O-])[O-].[K+] (Potassium nitrate), C(C)S(=O)(=O)C1=CC=CC=C1 (ethylphenyl sulfone). Run in Cl (HCl). The product is C(C)S(=O)(=O)C1=CC(=CC=C1)[N+](=O)[O-] (1-ethanesulfonyl-3-nitro-benzene). Reaction SMILES: [N+:1]([O-:4])([O-])=[O:2].[K+].[CH2:6]([S:8]([C:11]1[CH:16]=[CH:15][CH:14]=[CH:13][CH:12]=1)(=[O:10])=[O:9])[CH3:7]>Cl>[CH2:6]([S:8]([C:11]1[CH:16]=[CH:15][CH:14]=[C:13]([N+:1]([O-:4])=[O:2])[CH:12]=1)(=[O:9])=[O:10])[CH3:7] |f:0.1|. Procedure details: Potassium nitrate (4.46 g, 44.12 mmol) was added portion wise to a solution of ethylphenyl sulfone in concentrated HCl (25 mL) at room temperature; then the mixture was heated to reflux for one hour. After cooling, the mixture was poured onto ice and the precipitate was collected by filtration. The solid was washed with cold water (2×50 mL) and dried. 1H NMR (CDCl3) δ ppm 1.28 (3H), 3.45 (2H), 7.80 (1H), 8.21 (1H), 8.30 (1H), 8.85 (1H); MS (DCI) m/z 216 (M+H).